Dataset: the Open Reaction Database (ORD), a public repository of structured organic reaction records. Task: describe an organic reaction: reactants, conditions, products, and yield Reaction SMILES: [Br:1][CH2:2][CH2:3][S:4](=[O:5])(=[O:6])[O-:7].[CH3:22][N:23]([P:24]([N:25]([CH3:26])[CH3:27])([N:28]([CH3:29])[CH3:30])=[O:31])[CH3:32].[CH3:9][CH2:10][O:11][C:12](=[O:13])[c:14]1[cH:15][cH:16][c:17]([NH2:18])[cH:19][cH:20]1.[ClH:21].[Na+:8]>>[CH2:2]([CH2:3][S:4](=[O:5])(=[O:6])[OH:7])[NH:18][c:17]1[cH:16][cH:15][c:14]([C:12]([O:11][CH2:10][CH3:9])=[O:13])[cH:20][cH:19]1. Reactants: O=S(=O)([O-])CCBr, CN(C)P(=O)(N(C)C)N(C)C, CCOC(=O)c1ccc(N)cc1, Cl, [Na+]. Product: CCOC(=O)c1ccc(NCCS(=O)(=O)O)cc1. The reactants are N1[C@H](C(=O)O)CCC1 (proline), hydroxyl, carbonyl, N[C@@H](CC1=CC=CC=C1)C(=O)O (phenylalanine). Run at temperature 4.6 celsius. The product is N[C@@H](CC(C)C)C(=O)O (leucine). RXN SMILES: N1CCC[C@H]1C(O)=O.[NH2:9][C@H:10]([C:18]([OH:20])=[O:19])[CH2:11][C:12]1[CH:17]=CC=C[CH:13]=1>>[NH2:9][C@H:10]([C:18]([OH:20])=[O:19])[CH2:11][CH:12]([CH3:17])[CH3:13]. Procedure: The crystal structure of the exemplary enzyme of the invention SEQ ID NO:482 is extremely similar to the “wild type” enzyme—the exemplary enzyme of the invention SEQ ID NO:382. The amino acid differences between the “wild type” SEQ ID NO:382 and “mutant” xylanase SEQ ID NO:482, which are all in the N-terminal region of the protein, are located on β-strands 2, 3 and 4 and the loops connecting β-strands 1 and 2 and 5 and 6. The mechanisms by which these amino acid changes increase the thermostabil... The reactants are OC1=C(C2=C(C(CN(CC2)C)C2=CC=CC=C2)C=C1)[N+](=O)[O-] (7-hydroxy-3-methyl-6-nitro-1 -phenyl-2,3,4,5-tetrahydro-1H-3-benzazepine), 10. Reagents/catalysts: [Pd] (Pd/C). The solvent is C(C)O (ethanol). Reaction conditions: time 2 hour. The product is NC1=C(C=CC=2C(CN(CCC21)C)C2=CC=CC=C2)O (6-Amino-7-hydroxy-3-methyl-1-phenyl-2,3,4,5-tetrahydro-1H-3-benzazepine). Reaction SMILES: [OH:1][C:2]1[CH:19]=[CH:18][C:5]2[CH:6]([C:12]3[CH:17]=[CH:16][CH:15]=[CH:14][CH:13]=3)[CH2:7][N:8]([CH3:11])[CH2:9][CH2:10][C:4]=2[C:3]=1[N+:20]([O-])=O>C(O)C.[Pd]>[NH2:20][C:3]1[C:4]2[CH2:10][CH2:9][N:8]([CH3:11])[CH2:7][CH:6]([C:12]3[CH:13]=[CH:14][CH:15]=[CH:16][CH:17]=3)[C:5]=2[CH:18]=[CH:19][C:2]=1[OH:1]. Reported procedure: 0.16 g (0.00053 mol) 7-hydroxy-3-methyl-6-nitro-1 -phenyl-2,3,4,5-tetrahydro-1H-3-benzazepine was dissolved in 15 ml ethanol. 0.05 g 10%Pd/C-catalyst were added and hydrogenation was carried out at a burette apparatus for 2h. The catalyst was filtered off and the solution was concentrated in vacuo. The compound was obtained as a light brown powder. Starting materials: CC(=O)CC(C)C, [I-], [Na+], CC(C1(c2ccccc2)CCCC1)S(=O)(=O)[O-]. Product: ICC1(c2ccccc2)CCCC1. Reaction SMILES: [CH2:20]([C:21]([CH3:22])=[O:23])[CH:24]([CH3:25])[CH3:26].[I-:2].[Na+:1].[c:3]1([C:9]2([CH:14]([CH3:15])[S:16]([O-:17])(=[O:18])=[O:19])[CH2:10][CH2:11][CH2:12][CH2:13]2)[cH:4][cH:5][cH:6][cH:7][cH:8]1>>[I:2][CH2:14][C:9]1([c:3]2[cH:4][cH:5][cH:6][cH:7][cH:8]2)[CH2:10][CH2:11][CH2:12][CH2:13]1. Starting materials: CSC(CSC(C)=O)C(=O)O, O=S(Cl)Cl. Product: CSC(CSC(C)=O)C(=O)O, [Cl-]. Reaction SMILES: [C:1]([CH3:2])(=[O:3])[S:4][CH2:5][CH:6]([C:7](=[O:8])[OH:9])[S:10][CH3:11].[S:12]([Cl:13])([Cl:14])=[O:15]>>[C:1]([CH3:2])(=[O:3])[S:4][CH2:5][CH:6]([C:7](=[O:8])[OH:9])[S:10][CH3:11].[Cl-:14].